From a dataset of the Open Reaction Database (ORD), a public repository of structured organic reaction records. describe an organic reaction: reactants, conditions, products, and yield Reactants: CN1CCNCC1 (N-methylpiperazine), ClC1=C(OC(CCCI)C=2SC=CC2)C=C(C=C1)Cl (2-[1-(2,5-Dichlorophenoxy)-4-iodobutyl]thiophene), C(\C=C\C(=O)O)(=O)O (fumaric acid). The solvent is O1CCCC1 (tetrahydrofuran). Run at time 18 hour. The product is C(\C=C\C(=O)O)(=O)O.C(\C=C\C(=O)O)(=O)O.ClC1=C(OC(CCCN2CCN(CC2)C)C=2SC=CC2)C=C(C=C1)Cl (1-[4-(2,5-Dichlorophenoxy)-4-(2-thienyl)butyl]-4-methyl-piperazine difumarate). The yield is 30.0%. As a reaction SMILES: [Cl:1][C:2]1[CH:18]=[CH:17][C:16]([Cl:19])=[CH:15][C:3]=1[O:4][CH:5]([C:10]1[S:11][CH:12]=[CH:13][CH:14]=1)[CH2:6][CH2:7][CH2:8]I.[CH3:20][N:21]1[CH2:26][CH2:25][NH:24][CH2:23][CH2:22]1.[C:27]([OH:34])(=[O:33])/[CH:28]=[CH:29]/[C:30]([OH:32])=[O:31]>O1CCCC1>[C:27]([OH:34])(=[O:33])/[CH:28]=[CH:29]/[C:30]([OH:32])=[O:31].[C:27]([OH:34])(=[O:33])/[CH:28]=[CH:29]/[C:30]([OH:32])=[O:31].[Cl:1][C:2]1[CH:18]=[CH:17][C:16]([Cl:19])=[CH:15][C:3]=1[O:4][CH:5]([C:10]1[S:11][CH:12]=[CH:13][CH:14]=1)[CH2:6][CH2:7][CH2:8][N:24]1[CH2:25][CH2:26][N:21]([CH3:20])[CH2:22][CH2:23]1 |f:4.5.6|. Reported procedure: The product from Example 19 step (c) (0.35 g, 0.83 mmol) was dissolved in anhydrous tetrahydrofuran (10 ml) and N-methylpiperazine (0.25 g, 2.49 mmol) added and stirred at room temperature for, 18 h. The precipitated white solid was filtered off and discarded. The filtrate was evaporated and the residue dissolved in methanol and placed on a CC SCX resin. After washing with methanol (150 ml), the product was liberated with 7N ammonia in methanol (100 ml). The solvents were evaporated and the resi... Reactants: COC(=O)NC1CCC(C(=O)O)CC1, Cl, Cc1cc(N(C)C(=O)N(C)C2CNCC2c2ccc(F)cc2)cc(C(F)(F)F)c1. The product is COC(=O)NC1CCC(C(=O)N2CC(c3ccc(F)cc3)C(N(C)C(=O)N(C)c3cc(C)cc(C(F)(F)F)c3)C2)CC1. As a reaction SMILES: [CH3:31][O:32][C:33](=[O:34])[NH:35][CH:36]1[CH2:37][CH2:38][CH:39]([C:42](=[O:43])[OH:44])[CH2:40][CH2:41]1.[ClH:1].[F:2][c:3]1[cH:4][cH:5][c:6]([CH:9]2[CH:10]([N:14]([C:15](=[O:16])[N:17]([c:18]3[cH:19][c:20]([CH3:28])[cH:21][c:22]([C:24]([F:25])([F:26])[F:27])[cH:23]3)[CH3:29])[CH3:30])[CH2:11][NH:12][CH2:13]2)[cH:7][cH:8]1>>[F:2][c:3]1[cH:4][cH:5][c:6]([CH:9]2[CH:10]([N:14]([C:15](=[O:16])[N:17]([c:18]3[cH:19][c:20]([CH3:28])[cH:21][c:22]([C:24]([F:25])([F:26])[F:27])[cH:23]3)[CH3:29])[CH3:30])[CH2:11][N:12]([C:42]([CH:39]3[CH2:38][CH2:37][CH:36]([NH:35][C:33]([O:32][CH3:31])=[O:34])[CH2:41][CH2:40]3)=[O:43])[CH2:13]2)[cH:7][cH:8]1. Solvent: C(C)O (ethanol). Yield: 13.6%. The product is NN1N=C2C(CCC3=NC4=CC=CC=C4C(=C23)N)=C1 (2,11-Diamino-4,5-dihydro-2H-pyrazolo[3,4-a]acridine). RXN SMILES: [NH2:1][C:2]1[C:3]2[C:8]([N:9]=[C:10]3[C:15]=1[C:14]1[NH:16][N:17]=[CH:18][C:13]=1[CH2:12][CH2:11]3)=[CH:7][CH:6]=[CH:5][CH:4]=2.[OH-].[Na+].[NH2:21]OS(O)(=O)=O>C(O)C>[NH2:21][N:17]1[CH:18]=[C:13]2[CH2:12][CH2:11][C:10]3[C:15]([C:14]2=[N:16]1)=[C:2]([NH2:1])[C:3]1[C:8](=[CH:7][CH:6]=[CH:5][CH:4]=1)[N:9]=3 |f:1.2|. Reactants: NC=1C2=CC=CC=C2N=C2CCC3=C(C12)NN=C3 (11-amino-4,5-dihydro-1H-pyrazolo[3,4-a]acridine), [OH-].[Na+] (sodium hydroxide), NOS(=O)(=O)O (hydroxylamine-o-sulfonic acid). Run at temperature 55 celsius. Procedure: To a suspension of 11-amino-4,5-dihydro-1H-pyrazolo[3,4-a]acridine (40.0 g) in an aqueous sodium hydroxide solution (37.1 g in 561 ml of water) at 50° C. was added ethanol (1550 ml). The resulting solution was heated to 55° C. and solid hydroxylamine-o-sulfonic acid (51.6 g) was added in portions over 15 minutes. The reaction was stirred for a half hour without heat, the resulting solid was filtered, washed with water, boiled in methanol (1500 ml), filtered hot to remove inorganics, concentrated... The solvent is CCOC(=O)C (EtOAc). Starting materials: COC1=CC=C(C=N1)NC=1C2=C(N=CN1)NC(=C2)C2=CC=C(C=C2)CN2CCOCC2 ((6-methoxy-pyridin-3-yl)-[6-(4-morpholin-4-ylmethyl-phenyl)-7H-pyrrolo[2,3-d]pyrimidin-4-yl]-amine), C(Cl)(Cl)Cl (chloroform), C(=O)(O)[O-].[Na+] (NaHCO3). Conditions: temperature 70 celsius, time 6 hour. Product: N1(CCOCC1)CC1=CC=C(C=C1)C1=CC2=C(N=CN=C2NC=2C=CC(NC2)=O)N1 (5-[6-(4-Morpholin-4-ylmethyl-phenyl)-7H-pyrrolo[2,3-d]pyrimidin-4-ylamino]-1H-pyridin-2-one). Reaction SMILES: C[O:2][C:3]1[N:8]=[CH:7][C:6]([NH:9][C:10]2[C:11]3[CH:18]=[C:17]([C:19]4[CH:24]=[CH:23][C:22]([CH2:25][N:26]5[CH2:31][CH2:30][O:29][CH2:28][CH2:27]5)=[CH:21][CH:20]=4)[NH:16][C:12]=3[N:13]=[CH:14][N:15]=2)=[CH:5][CH:4]=1.C(Cl)(Cl)Cl.C([O-])(O)=O.[Na+]>CCOC(C)=O>[N:26]1([CH2:25][C:22]2[CH:21]=[CH:20][C:19]([C:17]3[NH:16][C:12]4[N:13]=[CH:14][N:15]=[C:10]([NH:9][C:6]5[CH:5]=[CH:4][C:3](=[O:2])[NH:8][CH:7]=5)[C:11]=4[CH:18]=3)=[CH:24][CH:23]=2)[CH2:27][CH2:28][O:29][CH2:30][CH2:31]1 |f:2.3|. Reported procedure: To 84 mg (0.20 mmol) of (6-methoxy-pyridin-3-yl)-[6-(4-morpholin-4-ylmethyl-phenyl)-7H-pyrrolo[2,3-d]pyrimidin-4-yl]-amine and 10 ml chloroform in an ampoule under N2-atmosphere, 0.1 ml (0.73 mmol) Me3Sil is added. After stirring for 6 h at 70° C., diluted NaHCO3 solution and EtOAc is added to the suspension at RT. Stirring, filtration and washing with water yields the title compound; TLC (THF/methanol/conc. ammonia 90:10:1) Rf=0.23; MS-ES+: (M+H)+=403; HPLC (conditions see Examples 67-78) tR=4.... Starting materials: B1(OO1)[O-].O.O.O.O.[Na+] (sodium perborate tetrahydrate), BrC1=C(C(=CC=C1)F)N (2-bromo-6-fluoro-phenylamine). Run in C(C)(=O)O (acetic acid), C(C)(=O)O (acetic acid). Run at temperature 55 celsius, time 3 hour. The product is BrC1=C(C(=CC=C1)F)[N+](=O)[O-] (1-bromo-3-fluoro-2-nitro-benzene). Isolated yield 29.5%. Reaction SMILES: B1([O-])OO1.[OH2:5].[OH2:6].O.O.[Na+].[Br:10][C:11]1[CH:16]=[CH:15][CH:14]=[C:13]([F:17])[C:12]=1[NH2:18]>C(O)(=O)C>[Br:10][C:11]1[CH:16]=[CH:15][CH:14]=[C:13]([F:17])[C:12]=1[N+:18]([O-:6])=[O:5] |f:0.1.2.3.4.5|. Procedure: To a suspension of sodium perborate tetrahydrate (135.374 g., 886.4 mmol) in 500 mL acetic acid at 55° C. was added dropwise a solution of 2-bromo-6-fluoro-phenylamine (33.685 g., 177.271 mmol) in 70 mL acetic acid over 1 hour. The reaction mixture was stirred at 55° C. for an additional 3 hours, then cooled to 0° C. in an ice bath. Insoluble materials were removed by filtration through a plug of celite, which was rinsed with 100 mL acetic acid. The combined acetic acid fractions were added to 3... The reactants are COC1=CSC=C1 (3-methoxythiophene), C(CCCCC)O (1-hexanol), OS(=O)(=O)[O-].[Na+] (NaHSO4). The solvent is C1(=CC=CC=C1)C (toluene). Run at temperature 125 celsius, time 3 hour. The product is C(CCCCC)OC1=CSC=C1 (3-n-Hexyloxythiophene). Reaction SMILES: [CH3:1][O:2][C:3]1[CH:7]=[CH:6][S:5][CH:4]=1.[CH2:8](O)[CH2:9][CH2:10][CH2:11][CH2:12]C.OS([O-])(=O)=O.[Na+]>C1(C)C=CC=CC=1>[CH2:1]([O:2][C:3]1[CH:7]=[CH:6][S:5][CH:4]=1)[CH2:8][CH2:9][CH2:10][CH2:11][CH3:12] |f:2.3|. Procedure details: 20 cm3 of 3-methoxythiophene (0.2 mol) and 50 cm3 of 1-hexanol were dissolved in 30 cm3 of toluene, and 1 g of NaHSO4 (0.01 mol) was added. The mixture was heated to 125° C. and stirred, and about 10 cm3 of a mixture of methanol and toluene were distilled off through a Vigreux column at a head temperature of 63° to 64° C., which took about 3 hours. The mixture was then washed three times with 50 cm3 of saturated NaHCO3 solution until neutral, dried over MgSO4 and fractionated in vacuo. After the... The reactants are CC(C)=C (isobutylene), [AsH3] (arsine), [AsH3] (arsine), CC(C)=C (isobutylene). Reagents/catalysts: CS(=O)(=O)O (methanesulfonic acid). Run in CCCCCCCC (n-octane). Conditions: temperature 8 celsius. The product is mono-1,1-dimethylethylarsine, CC(C)(C)[AsH]C(C)(C)C (bis(1,1-dimethylethyl)arsine). Isolated yield 6.3%. As a reaction SMILES: [CH3:1][C:2](=[CH2:4])[CH3:3].[AsH3:5]>CCCCCCCC.CS(O)(=O)=O>[CH3:4][C:2]([AsH:5][C:2]([CH3:4])([CH3:3])[CH3:1])([CH3:3])[CH3:1]. Reported procedure: An autoclave reactor having approximately 3.8 liter capacity is charged with 400 grams of isobutylene reactant, 600 grams of n-octane solvent and 1000 grams of aqueous 70% methanesulfonic acid catalyst. The reactor is pressurized to about 12.3 atmospheres at room temperature by addition of arsine reactant in molar excess with respect to isobutylene. The autoclave is sealed and its contents are heated at 80°-95° C. with constant agitation for four hours reaction time. The contents are then cooled...